From a dataset of the Open Reaction Database (ORD), a public repository of structured organic reaction records. describe an organic reaction: reactants, conditions, products, and yield The reactants are CC(C)(C)OC(=O)C(C)(C)Sc1nc(CCOc2ccc(NC(=O)c3ccccc3)cc2)cs1, ClCCl, O=C(O)C(F)(F)F. Product: CC(C)(Sc1nc(CCOc2ccc(NC(=O)c3ccccc3)cc2)cs1)C(=O)O. As a reaction SMILES: [C:1]([CH3:2])([CH3:3])([CH3:4])[O:5][C:6]([C:7]([CH3:8])([CH3:9])[S:10][c:11]1[s:12][cH:13][c:14]([CH2:16][CH2:17][O:18][c:19]2[cH:20][cH:21][c:22]([NH:25][C:26]([c:27]3[cH:28][cH:29][cH:30][cH:31][cH:32]3)=[O:33])[cH:23][cH:24]2)[n:15]1)=[O:34].[Cl:42][CH2:43][Cl:44].[OH:35][C:36]([C:37]([F:38])([F:39])[F:40])=[O:41]>>[O:5]=[C:6]([C:7]([CH3:8])([CH3:9])[S:10][c:11]1[s:12][cH:13][c:14]([CH2:16][CH2:17][O:18][c:19]2[cH:20][cH:21][c:22]([NH:25][C:26]([c:27]3[cH:28][cH:29][cH:30][cH:31][cH:32]3)=[O:33])[cH:23][cH:24]2)[n:15]1)[OH:34]. Starting materials: OC(C(F)(F)F)NC(C1=CC=C(C=C1)Cl)=O (N-(1-hydroxy-2,2,2-trifluoroethyl)-4-chlorobenzamide), P(Cl)(Cl)Cl (phosphorus trichloride). Run in P(=O)(Cl)(Cl)Cl (phosphorus oxychloride), CCCCCCC (heptane). Conditions: time 30 minute. Product: ClC(C(F)(F)F)NC(C1=CC=C(C=C1)Cl)=O (N-(1-Chloro-2,2,2-trifluoroethyl)-4-chlorobenzamide). Isolated yield 89.3%. RXN SMILES: O[CH:2]([NH:7][C:8](=[O:16])[C:9]1[CH:14]=[CH:13][C:12]([Cl:15])=[CH:11][CH:10]=1)[C:3]([F:6])([F:5])[F:4].P(Cl)(Cl)[Cl:18]>P(Cl)(Cl)(Cl)=O.CCCCCCC>[Cl:18][CH:2]([NH:7][C:8](=[O:16])[C:9]1[CH:14]=[CH:13][C:12]([Cl:15])=[CH:11][CH:10]=1)[C:3]([F:6])([F:5])[F:4]. Reported procedure: A mixture of N-(1-hydroxy-2,2,2-trifluoroethyl)-4-chlorobenzamide (2.53 g, 0.01 mol) in phosphorus oxychloride (2 mL) is treated with phosphorus trichloride (1.57 g, 0.012 mol), heated to and held at 80° C. for 30 minutes, and concentrated in vacuo to obtain a residue. The residue is dissolved in hot heptane, decanted from the waxy phosphorus products, and crystallized to give the title product as a white crystalline solid (2.43 g, 89.3% yield): mp 119.0-121.0° C.; IR (Nujol) 3266, 1668 cm−1; 1H... The reactants are CCN(CC)C(=O)c1ccc(CN2CCC(=O)CC2)cc1, CCO, Cl, NO, [Na+], [OH-]. Yields the product CCN(CC)C(=O)c1ccc(CN2CCC(N)CC2)cc1. RXN SMILES: [CH2:1]([CH3:2])[N:3]([C:4]([c:5]1[cH:6][cH:7][c:8]([CH2:11][N:12]2[CH2:13][CH2:14][C:15](=[O:18])[CH2:16][CH2:17]2)[cH:9][cH:10]1)=[O:19])[CH2:20][CH3:21].[CH3:27][CH2:28][OH:29].[ClH:24].[NH2:25][OH:26].[Na+:23].[OH-:22]>>[CH2:1]([CH3:2])[N:3]([C:4]([c:5]1[cH:6][cH:7][c:8]([CH2:11][N:12]2[CH2:13][CH2:14][CH:15]([NH2:25])[CH2:16][CH2:17]2)[cH:9][cH:10]1)=[O:19])[CH2:20][CH3:21]. Reactants: O (water), FC1=CC=C(C=C1)C=1C=2N(C(=NC1C1=CC=NC=C1)SC)C=NN2 (8-(4-fluorophenyl)-5-methylthio-7-(4-pyridyl)-1,2,4-triazolo[4,3-c]pyrimidine), C([O-])([O-])=O.[K+].[K+] (potassium carbonate), C1(=CC=CC=C1)C[C@@H](CN)N ((2S)-3-phenylpropane-1,2-diamine). The solvent is CN(C)C=O (DMF). Reaction conditions: time 48 hour. Yields the product FC1=CC=C(C=C1)C=1C=2N(C(=NC1C1=CC=NC=C1)NC[C@H](CC1=CC=CC=C1)N)C=NN2 (1-(8-(4-fluorophenyl)-7-(4-pyridyl)-1,2,4-triazolo[4,3-c]pyrimidin-5-yl)amino-2(S)-amino-3-phenylpropane). RXN SMILES: [F:1][C:2]1[CH:7]=[CH:6][C:5]([C:8]2[C:9]3[N:10]([CH:22]=[N:23][N:24]=3)[C:11](SC)=[N:12][C:13]=2[C:14]2[CH:19]=[CH:18][N:17]=[CH:16][CH:15]=2)=[CH:4][CH:3]=1.C(=O)([O-])[O-].[K+].[K+].[C:31]1([CH2:37][C@H:38]([NH2:41])[CH2:39][NH2:40])[CH:36]=[CH:35][CH:34]=[CH:33][CH:32]=1.O>CN(C=O)C>[F:1][C:2]1[CH:7]=[CH:6][C:5]([C:8]2[C:9]3[N:10]([CH:22]=[N:23][N:24]=3)[C:11]([NH:40][CH2:39][C@@H:38]([NH2:41])[CH2:37][C:31]3[CH:32]=[CH:33][CH:34]=[CH:35][CH:36]=3)=[N:12][C:13]=2[C:14]2[CH:19]=[CH:18][N:17]=[CH:16][CH:15]=2)=[CH:4][CH:3]=1 |f:1.2.3|. Procedure: A mixture of 8-(4-fluorophenyl)-5-methylthio-7-(4-pyridyl)-1,2,4-triazolo[4,3-c]pyrimidine (1.0 g, 3.0 mmole), potassium carbonate (1.5 g) and (2S)-3-phenylpropane-1,2-diamine (540 mg, 3.6 mmole) in 50 ml of DMF was stirred at room temperature (RT) for 48 hours. The reaction solution was poured into water (200 mL), and the resulting precipitate was filtered and washed with water. The crude product was purified by flash chromatography (3%-15% MeOH/NH3 in DCM) to provide 1-(8-(4-fluorophenyl)-7-(4... The reactants are B, Cc1ccc(C(=O)N(C)C2CC2)cc1Br, CSC, [Na+], [Na+], O=C([O-])[O-], C1CCOC1. Product: Cc1ccc(CN(C)C2CC2)cc1Br. RXN SMILES: [BH3:19].[Br:1][c:2]1[cH:3][c:4]([C:5](=[O:6])[N:7]([CH3:8])[CH:9]2[CH2:10][CH2:11]2)[cH:12][cH:13][c:14]1[CH3:15].[CH3:16][S:17][CH3:18].[Na+:20].[Na+:21].[O-:22][C:23](=[O:24])[O-:25].[O:26]1[CH2:27][CH2:28][CH2:29][CH2:30]1>>[Br:1][c:2]1[cH:3][c:4]([CH2:5][N:7]([CH3:8])[CH:9]2[CH2:10][CH2:11]2)[cH:12][cH:13][c:14]1[CH3:15]. Starting materials: N(=NC(=O)OC(C)(C)C)C(=O)OC(C)(C)C (di-tert.-butyl azodicarboxylate), CC1=NC(=CC=C1CO)C1=CC=C(C=C1)C(F)(F)F ([2-methyl-6-(4-trifluoromethyl-phenyl)-pyridin-3-yl]-methanol), C1(C=2C(C(N1)=O)=CC=CC2)=O (phthalimide), C1(=CC=CC=C1)P(C1=CC=CC=C1)C1=CC=CC=C1 (triphenylphosphine). The solvent is C1CCOC1 (THF), C1CCOC1 (THF). Reaction conditions: temperature 0 celsius, time 1 hour. Product: CC1=NC(=CC=C1CN1C(C2=CC=CC=C2C1=O)=O)C1=CC=C(C=C1)C(F)(F)F (2-[2-Methyl-6-(4-trifluoromethyl-phenyl)-pyridin-3-ylmethyl]-isoindole-1,3-dione). Isolated yield 85.9%. As a reaction SMILES: [CH3:1][C:2]1[C:7]([CH2:8]O)=[CH:6][CH:5]=[C:4]([C:10]2[CH:15]=[CH:14][C:13]([C:16]([F:19])([F:18])[F:17])=[CH:12][CH:11]=2)[N:3]=1.[C:20]1(=[O:30])[NH:24][C:23](=[O:25])[C:22]2=[CH:26][CH:27]=[CH:28][CH:29]=[C:21]12.C1(P(C2C=CC=CC=2)C2C=CC=CC=2)C=CC=CC=1.N(C(OC(C)(C)C)=O)=NC(OC(C)(C)C)=O>C1COCC1>[CH3:1][C:2]1[C:7]([CH2:8][N:24]2[C:20](=[O:30])[C:21]3[C:22](=[CH:26][CH:27]=[CH:28][CH:29]=3)[C:23]2=[O:25])=[CH:6][CH:5]=[C:4]([C:10]2[CH:15]=[CH:14][C:13]([C:16]([F:19])([F:18])[F:17])=[CH:12][CH:11]=2)[N:3]=1. Reported procedure: 0.25 g (0.94 mmol) of [2-methyl-6-(4-trifluoromethyl-phenyl)-pyridin-3-yl]-methanol (example 1M]), 0.15 g (1.03 mmol) of phthalimide and 0.32 g (1.20 mmol) of triphenylphosphine were dissolved in 10 ml of THF. The stirred reaction mixture was cooled down to 0° C. and a solution of 0.27 g (1.15 mmol) of di-tert.-butyl azodicarboxylate in 2 ml of THF was added drop by drop. Then, the reaction was warmed up to ambient temperature. After 1 hour, the solvent was evaporated and the residue purified by... Starting materials: ClC=1N=C(NC1CC)C(=O)N[C@@H]1[C@@H](CN(CC1)C=1SC(=C(N1)C)C(=O)O)OC (cis(±)-2-(4-{[(4-chloro-5-ethyl-1H-imidazol-2-yl)carbonyl]amino}-3-methoxypiperidin-1-yl)-4-methyl-1,3-thiazole-5-carboxylic acid), C=1C=CC2=C(C1)N=NN2O (HOBT), NCCC#N (3-aminopropionitrile), CCN=C=NCCCN(C)C.Cl (WSC hydrochloride). Solvent: CC(=O)N(C)C (DMA), ClCCl (dichloromethane). Product: ClC=1N=C(NC1CC)C(=O)N[C@@H]1[C@@H](CN(CC1)C=1SC(=C(N1)C)C(=O)NCCC#N)OC (cis(±)-2-(4-{[(4-Chloro-5-ethyl-1H-imidazol-2-yl)carbonyl]amino}-3-methoxypiperidin-1-yl)-N-(2-cyanoethyl)-4-methyl-1,3-thiazole-5-carboxylic acid amide). Isolated yield 79.9%. RXN SMILES: [Cl:1][C:2]1[N:3]=[C:4]([C:9]([NH:11][C@H:12]2[CH2:17][CH2:16][N:15]([C:18]3[S:19][C:20]([C:24](O)=[O:25])=[C:21]([CH3:23])[N:22]=3)[CH2:14][C@H:13]2[O:27][CH3:28])=[O:10])[NH:5][C:6]=1[CH2:7][CH3:8].[NH2:29][CH2:30][CH2:31][C:32]#[N:33].CCN=C=NCCCN(C)C.Cl.C1C=CC2N(O)N=NC=2C=1>CC(N(C)C)=O.ClCCl>[Cl:1][C:2]1[N:3]=[C:4]([C:9]([NH:11][C@H:12]2[CH2:17][CH2:16][N:15]([C:18]3[S:19][C:20]([C:24]([NH:33][CH2:32][CH2:31][C:30]#[N:29])=[O:25])=[C:21]([CH3:23])[N:22]=3)[CH2:14][C@H:13]2[O:27][CH3:28])=[O:10])[NH:5][C:6]=1[CH2:7][CH3:8] |f:2.3|. Procedure: The same operation as in Example (1g) was performed using cis(±)-2-(4-{[(4-chloro-5-ethyl-1H-imidazol-2-yl)carbonyl]amino}-3-methoxypiperidin-1-yl)-4-methyl-1,3-thiazole-5-carboxylic acid obtained in Example (14a) (75 mg, 0.18 mmol), 3-aminopropionitrile (14 mg, 0.20 mmol), WSC hydrochloride (111 mg, 0.58 mmol), HOBT (39 mg, 0.29 mmol), dichloromethane (1.5 mL) and DMA (1.5 mL), to obtain 69 mg of the title compound as a white solid (82%).